Dataset: the Open Reaction Database (ORD), a public repository of structured organic reaction records. Task: describe an organic reaction: reactants, conditions, products, and yield Yields the product Cc1oc(-c2ccc(F)nc2)cc1C(Nc1ccc(C(=O)O)cc1)C1CCCCC1. RXN SMILES: [CH:1]1([CH:7]([c:8]2[c:9]([CH3:20])[o:10][c:11](-[c:13]3[cH:14][n:15][c:16]([F:19])[cH:17][cH:18]3)[cH:12]2)[NH:21][c:22]2[cH:23][cH:24][c:25]([C:26](=[O:27])[O:28][CH3:29])[cH:30][cH:31]2)[CH2:2][CH2:3][CH2:4][CH2:5][CH2:6]1.[ClH:35].[Li+:32].[O:36]1[CH2:37][CH2:38][CH2:39][CH2:40]1.[OH-:33].[OH2:34]>>[CH:1]1([CH:7]([c:8]2[c:9]([CH3:20])[o:10][c:11](-[c:13]3[cH:14][n:15][c:16]([F:19])[cH:17][cH:18]3)[cH:12]2)[NH:21][c:22]2[cH:23][cH:24][c:25]([C:26](=[O:27])[OH:28])[cH:30][cH:31]2)[CH2:2][CH2:3][CH2:4][CH2:5][CH2:6]1. Starting materials: COC(=O)c1ccc(NC(c2cc(-c3ccc(F)nc3)oc2C)C2CCCCC2)cc1, Cl, [Li+], C1CCOC1, [OH-], O.